Dataset: the Open Reaction Database (ORD), a public repository of structured organic reaction records. Task: describe an organic reaction: reactants, conditions, products, and yield Starting materials: Cn1c(Br)c(C=O)c2ccccc21, CC=C(C)C, [O-][Cl+][O-], [Na+], [O-][Cl+][O-], O=P([O-])([O-])[O-], C1COCCO1, O. Product: Cn1c(Br)c(C(=O)O)c2ccccc21. Reaction SMILES: [Br:1][c:2]1[n:3]([CH3:13])[c:4]2[cH:5][cH:6][cH:7][cH:8][c:9]2[c:10]1[CH:11]=[O:12].[CH3:14][C:15](=[CH:16][CH3:17])[CH3:18].[Cl+:19]([O-:20])[O-:21].[Na+:22].[O-:23][Cl+:24][O-:25].[O-:26][P:27](=[O:28])([O-:29])[O-:30].[O:32]1[CH2:33][CH2:34][O:35][CH2:36][CH2:37]1.[OH2:31]>>[Br:1][c:2]1[n:3]([CH3:13])[c:4]2[cH:5][cH:6][cH:7][cH:8][c:9]2[c:10]1[C:11](=[O:12])[OH:20].